From a dataset of the Open Reaction Database (ORD), a public repository of structured organic reaction records. describe an organic reaction: reactants, conditions, products, and yield Starting materials: [CH2]C, C1CCOC1, COC(=O)CCN, CCN(C(C)C)C(C)C, O=Cc1ccc(C(=O)O)cc1, ClCCl, Cl, CN(C)C=O. Product: COC(=O)CCNC(=O)c1ccc(C=O)cc1. As a reaction SMILES: [CH2:21][CH3:22].[CH2:31]1[O:32][CH2:33][CH2:34][CH2:35]1.[CH3:24][O:25][C:26]([CH2:27][CH2:28][NH2:29])=[O:30].[CH:12]([N:13]([CH:14]([CH3:15])[CH3:16])[CH2:17][CH3:18])([CH3:19])[CH3:20].[CH:1](=[O:2])[c:3]1[cH:4][cH:5][c:6]([C:7](=[O:8])[OH:9])[cH:10][cH:11]1.[Cl:41][CH2:42][Cl:43].[ClH:23].[O:36]=[CH:37][N:38]([CH3:39])[CH3:40]>>[CH:1](=[O:2])[c:3]1[cH:4][cH:5][c:6]([C:7](=[O:9])[NH:29][CH2:28][CH2:27][C:26]([O:25][CH3:24])=[O:30])[cH:10][cH:11]1.